Dataset: the Open Reaction Database (ORD), a public repository of structured organic reaction records. Task: describe an organic reaction: reactants, conditions, products, and yield Starting materials: O1C=CC2=C1C=CC=N2 (Furopyridine), C(CCC)[Li] (n-butyl lithium), C(=O)=O (carbon dioxide). Run in C1CCOC1 (THF). Run at time 30 minute. Yields the product O1C(=NC2=C1C=CC=C2)C(=O)O (azabenzofuran carboxylic acid), ( 9 ). Reaction SMILES: [O:1]1[C:5]2[CH:6]=[CH:7][CH:8]=[N:9][C:4]=2[CH:3]=[CH:2]1.C([Li])CCC.[C:15](=[O:17])=[O:16]>C1COCC1>[O:1]1[C:5]2[CH:6]=[CH:7][CH:2]=[CH:3][C:4]=2[N:9]=[C:8]1[C:15]([OH:17])=[O:16]. Procedure details: Furopyridine (8, 0.71 g, 5.96 mmol) is treated with n-butyl lithium (2.5M in hexane, 2.86 ml, 7.15 mmol) in anhydrous THF (30 ml) at −78° C. After 30 minutes, dry carbon dioxide is passed through the reaction mixture and the temperature is allowed to rise gradually to room temperature in 3 hours. The mixture is concentrated to dryness. The residue is dissolved in water (˜10 ml) and extracted with ethyl acetate. The aqueous layer is acidified to pH˜3 with 1N HCl and kept in the refrigerator over ... Reactants: C(C1=CC=CC=C1)C(C(=O)[O-])C(CC(=O)[O-])=O (2-benzyl-3-ketoglutarate), O=C[C@H](O)[C@@H](O)[C@H](O)[C@H](O)CO (glucose), CC(C)S[C@H]1[C@@H]([C@H]([C@H]([C@H](O1)CO)O)O)O (IPTG), solution, C(C)OC(C(C(CC(=O)OCC)=O)CC1=CC=CC=C1)=O (2-benzyl-3-ketoglutarate diethyl ester), C(C)OC(C(C(CC(=O)OCC)=O)CC1=CC=CC=C1)=O (2-benzyl-3-ketoglutarate diethyl ester), ketodiester, O=C[C@H](O)[C@@H](O)[C@H](O)[C@H](O)CO (glucose), CC1([C@@H](N2[C@H](S1)[C@@H](C2=O)NC(=O)[C@@H](C=3C=CC=CC3)N)C(=O)O)C (ampicillin), CC(C)S[C@H]1[C@@H]([C@H]([C@H]([C@H](O1)CO)O)O)O (IPTG), O=C[C@H](O)[C@@H](O)[C@H](O)[C@H](O)CO (glucose), CC1([C@@H](N2[C@H](S1)[C@@H](C2=O)NC(=O)[C@@H](C=3C=CC=CC3)N)C(=O)O)C (ampicillin), C(C)OC(C(C(CC(=O)OCC)=O)CC1=CC=CC=C1)=O (2-benzyl-3-ketoglutarate diethyl ester). The solvent is CS(=O)C (DMSO), minimal salt ( M9 ), C(C)(=O)OCC (ethyl acetate). Product: C(C)OC(C(C(CC(=O)OCC)O)CC1=CC=CC=C1)=O (2-benzyl-3-hydroxyglutarate diethyl ester). As a reaction SMILES: C(C(C(=O)CC([O-])=O)C([O-])=O)C1C=CC=CC=1.O=C[C@@H]([C@H]([C@@H]([C@@H](CO)O)O)O)O.CC1(C)S[C@@H]2[C@H](NC([C@H](N)C3C=CC=CC=3)=O)C(=O)N2[C@H]1C(O)=O.CC(S[C@@H]1O[C@H](CO)[C@H](O)[C@H](O)[C@H]1O)C.[CH2:69]([O:71][C:72](=[O:89])[CH:73]([CH2:82][C:83]1[CH:88]=[CH:87][CH:86]=[CH:85][CH:84]=1)[C:74](=[O:81])[CH2:75][C:76]([O:78][CH2:79][CH3:80])=[O:77])[CH3:70]>C(OCC)(=O)C.CS(C)=O>[CH2:69]([O:71][C:72](=[O:89])[CH:73]([CH2:82][C:83]1[CH:84]=[CH:85][CH:86]=[CH:87][CH:88]=1)[CH:74]([OH:81])[CH2:75][C:76]([O:78][CH2:79][CH3:80])=[O:77])[CH3:70]. Procedure details: Whole cell reductions of 2-benzyl-3-ketoglutarate were carried out using E. coli cells expressing the gene encoding KRED 1008. Cells were grown overnight at 30° C. in 400 mL of a Luria Broth/glucose (2 g/L)/ampicillin (100 mg/L) media. The cells were isolated by centrifugation and re-suspended in 400 mL of a minimal salt (M9) solution containing isopropylthiogalactoside (IPTG, 0.5 mM), glucose (5 g/L), ampicillin (100 mg/L), and 2-benzyl-3-ketoglutarate diethyl ester. In independent experiments,... Starting materials: COC1=C(C=C(C=C1)N)C=1CCN(CC1)C (4-methoxy-3-(1-methyl-1,2,3,6-tetrahydropyridin-4-yl)phenylamine), ClC1=CC2=C(SC(=C2C)S(=O)(=O)Cl)C=C1 (5-chloro-3-methylbenzo[b]thiophene-2-sulfonyl chloride). The product is COC1=C(C=C(C=C1)NS(=O)(=O)C1=C(C2=C(S1)C=CC(=C2)Cl)C)C=2CCN(CC2)C (5-Chloro-3-methylbenzo[b]thiophene-2-sulfonic acid[4-methoxy-3-(1-methyl-1,2,3,6-tetrahydropyridin-4-yl)phenyl]amide). As a reaction SMILES: [CH3:1][O:2][C:3]1[CH:8]=[CH:7][C:6]([NH2:9])=[CH:5][C:4]=1[C:10]1[CH2:11][CH2:12][N:13]([CH3:16])[CH2:14][CH:15]=1.[Cl:17][C:18]1[CH:31]=[CH:30][C:21]2[S:22][C:23]([S:26](Cl)(=[O:28])=[O:27])=[C:24]([CH3:25])[C:20]=2[CH:19]=1>>[CH3:1][O:2][C:3]1[CH:8]=[CH:7][C:6]([NH:9][S:26]([C:23]2[S:22][C:21]3[CH:30]=[CH:31][C:18]([Cl:17])=[CH:19][C:20]=3[C:24]=2[CH3:25])(=[O:28])=[O:27])=[CH:5][C:4]=1[C:10]1[CH2:15][CH2:14][N:13]([CH3:16])[CH2:12][CH:11]=1. Procedure details: The title compound (E130) was prepared from 4-methoxy-3-(1-methyl-1,2,3,6-tetrahydropyridin-4-yl)phenylamine (free base of D39) (100 mg, 0.46 mmol) and 5-chloro-3-methylbenzo[b]thiophene-2-sulfonyl chloride (129 mg, 0.46 mmol) using the method of Example 1 (177 mg, 77%). MH+=463/465. The reactants are COc1ccc(O)cc1, CC(C)C(=O)Nc1cccc(C2CCN(CCCCCC(O)c3ccccc3)CC2)c1. The product is COc1ccc(OC(CCCCCN2CCC(c3cccc(NC(=O)C(C)C)c3)CC2)c2ccccc2)cc1. RXN SMILES: [CH3:1][O:2][c:3]1[cH:4][cH:5][c:6]([OH:9])[cH:7][cH:8]1.[OH:10][CH:11]([CH2:12][CH2:13][CH2:14][CH2:15][CH2:16][N:17]1[CH2:18][CH2:19][CH:20]([c:23]2[cH:24][c:25]([NH:29][C:30]([CH:31]([CH3:32])[CH3:33])=[O:34])[cH:26][cH:27][cH:28]2)[CH2:21][CH2:22]1)[c:35]1[cH:36][cH:37][cH:38][cH:39][cH:40]1>>[CH3:1][O:2][c:3]1[cH:4][cH:5][c:6]([O:9][CH:11]([CH2:12][CH2:13][CH2:14][CH2:15][CH2:16][N:17]2[CH2:18][CH2:19][CH:20]([c:23]3[cH:24][c:25]([NH:29][C:30]([CH:31]([CH3:32])[CH3:33])=[O:34])[cH:26][cH:27][cH:28]3)[CH2:21][CH2:22]2)[c:35]2[cH:36][cH:37][cH:38][cH:39][cH:40]2)[cH:7][cH:8]1. Reactants: O1CCOCC1 (1,4-dioxane), Cl.ClCC1=NC=CC=C1C(F)(F)F (2-(Chloromethyl)-3-(trifluoromethyl)pyridine hydrochloride), N1C(C2(C3=CC=CC=C13)COC1=CC3=C(OCCO3)C=C12)=O (2,3-dihydrospiro[furo[2,3-g][1,4]benzodioxine-8,3′-indol]-2′(1′H)-one), resultant suspension, C([O-])([O-])=O.[Cs+].[Cs+] (cesium carbonate), resultant mixture. The solvent is ClCCl (dichloromethane), O (water). Run at temperature 82 celsius, time 3 hour. Yields the product FC(C=1C(=NC=CC1)CN1C(C2(C3=CC=CC=C13)COC1=CC3=C(OCCO3)C=C12)=O)(F)F (1′-{[3-(trifluoromethyl)pyridin-2-yl]methyl}-2,3-dihydrospiro[furo[2,3-g][1,4]benzodioxine-8,3′-indol]-2′(1′H)-one). Yield: 76.5%. Reaction SMILES: O1CCOCC1.[NH:7]1[C:15]2[C:10](=[CH:11][CH:12]=[CH:13][CH:14]=2)[C:9]2([C:27]3[C:18](=[CH:19][C:20]4[O:25][CH2:24][CH2:23][O:22][C:21]=4[CH:26]=3)[O:17][CH2:16]2)[C:8]1=[O:28].C(=O)([O-])[O-].[Cs+].[Cs+].Cl.Cl[CH2:37][C:38]1[C:43]([C:44]([F:47])([F:46])[F:45])=[CH:42][CH:41]=[CH:40][N:39]=1>ClCCl.O>[F:47][C:44]([F:45])([F:46])[C:43]1[C:38]([CH2:37][N:7]2[C:15]3[C:10](=[CH:11][CH:12]=[CH:13][CH:14]=3)[C:9]3([C:27]4[C:18](=[CH:19][C:20]5[O:25][CH2:24][CH2:23][O:22][C:21]=5[CH:26]=4)[O:17][CH2:16]3)[C:8]2=[O:28])=[N:39][CH:40]=[CH:41][CH:42]=1 |f:2.3.4,5.6|. Reported procedure: A 160 L reactor was charged with 1,4-dioxane (43 L) at ambient temperature followed by 2,3-dihydrospiro[furo[2,3-g][1,4]benzodioxine-8,3′-indol]-2′(1′H)-one (6.80 kg, 23 mol). To the resultant suspension was added cesium carbonate (18.7 kg, 58 mol) and the mixture was heated to 82° C. over 72 minutes. A container was rinsed with 1,4-diozane (7 L) and used for the addition of 2-(Chloromethyl)-3-(trifluoromethyl)pyridine hydrochloride (5.88 kg, 25 mol) portionwise over 35 minutes. The temperature ...